This data is from the Open Reaction Database (ORD), a public repository of structured organic reaction records. The task is: describe an organic reaction: reactants, conditions, products, and yield The reactants are CC(=O)[O-], CC(=O)[O-], CO, ClCCl, O=c1cc(Cl)cc[nH]1, [Cu+2], COc1cc(B(O)O)ccc1OCC(C)(C)O, c1ccncc1. Yields the product COc1cc(-n2ccc(Cl)cc2=O)ccc1OCC(C)(C)O. RXN SMILES: [C:37]([O-:38])(=[O:39])[CH3:40].[C:42]([O-:43])(=[O:44])[CH3:45].[CH3:35][OH:36].[Cl:32][CH2:33][Cl:34].[Cl:7][c:8]1[cH:9][c:10](=[O:14])[nH:11][cH:12][cH:13]1.[Cu+2:41].[OH:15][C:16]([CH2:17][O:18][c:19]1[c:20]([O:28][CH3:29])[cH:21][c:22]([B:25]([OH:26])[OH:27])[cH:23][cH:24]1)([CH3:30])[CH3:31].[cH:1]1[cH:2][cH:3][n:4][cH:5][cH:6]1>>[Cl:7][c:8]1[cH:9][c:10](=[O:14])[n:11](-[c:22]2[cH:21][c:20]([O:28][CH3:29])[c:19]([O:18][CH2:17][C:16]([OH:15])([CH3:30])[CH3:31])[cH:24][cH:23]2)[cH:12][cH:13]1. The reactants are Fc1ccc(Br)c(F)c1, COC(=O)c1ccc(B(O)O)cc1, CCOC(C)=O, [Na+], [Na+], O=C([O-])[O-], CC(=O)[O-], CC(=O)[O-], [Pd+2], c1ccc(P(c2ccccc2)c2ccccc2)cc1. Product: COC(=O)c1ccc(-c2ccc(F)cc2F)cc1. RXN SMILES: [Br:14][c:15]1[c:16]([F:22])[cH:17][c:18]([F:21])[cH:19][cH:20]1.[C:1](=[O:2])([O:3][CH3:4])[c:5]1[cH:6][cH:7][c:8]([B:11]([OH:12])[OH:13])[cH:9][cH:10]1.[CH3:48][CH2:49][O:50][C:51](=[O:52])[CH3:53].[Na+:42].[Na+:43].[O-:44][C:45](=[O:46])[O-:47].[O-:55][C:56]([CH3:57])=[O:58].[O-:59][C:60]([CH3:61])=[O:62].[Pd+2:54].[c:23]1([P:24]([c:25]2[cH:26][cH:27][cH:28][cH:29][cH:30]2)[c:31]2[cH:32][cH:33][cH:34][cH:35][cH:36]2)[cH:37][cH:38][cH:39][cH:40][cH:41]1>>[C:1](=[O:2])([O:3][CH3:4])[c:5]1[cH:6][cH:7][c:8](-[c:15]2[c:16]([F:22])[cH:17][c:18]([F:21])[cH:19][cH:20]2)[cH:9][cH:10]1. Starting materials: C([O-])([O-])=O (carbonate), C(C)(C)(C)OC(CBr)=O (t-butylbromoacetate), ClC=1C=CC(=C(C1)C1=NNC=C1NC(=O)C1=NNC=2C=NC=NC21)OC (N-(3-(5-chloro-2-methoxyphenyl)-1H-pyrazol-4-yl)pyrazolo pyrimidine-3-carboxamide), C(C)(C)(C)OC(CBr)=O (t-butyl-bromoacetate), C([O-])([O-])=O.[Cs+].[Cs+] (cesium carbonate). Solvent: CCOC(=O)C.O (EtOAc water). Conditions: temperature 30 celsius, time 8 hour. The product is ClC=1C=CC(=C(C1)C1=NN(C=C1NC(=O)C=1C=NN2C1N=CC=C2)CC(=O)OC(C)(C)C)OC (tert-butyl 2-(3-(5-chloro-2-methoxyphenyl)-4-(pyrazolo[1,5-a]pyrimidine-3-carboxamido)-1H-pyrazol-1-yl)acetate). Yield: 141.9%. Reaction SMILES: [Cl:1][C:2]1[CH:3]=[CH:4][C:5]([O:25][CH3:26])=[C:6]([C:8]2[C:12]([NH:13][C:14]([C:16]3[C:24]4[N:23]=[CH:22]N=CC=4NN=3)=[O:15])=[CH:11][NH:10][N:9]=2)[CH:7]=1.[C:27]([O:31][C:32](=[O:35])[CH2:33]Br)([CH3:30])([CH3:29])[CH3:28].C(=O)([O-])[O-].[Cs+].[Cs+].C(=O)([O-])[O-]>CCOC(C)=O.O>[Cl:1][C:2]1[CH:3]=[CH:4][C:5]([O:25][CH3:26])=[C:6]([C:8]2[C:12]([NH:13][C:14]([C:16]3[CH:11]=[N:10][N:9]4[CH:8]=[CH:6][CH:22]=[N:23][C:24]=34)=[O:15])=[CH:11][N:10]([CH2:33][C:32]([O:31][C:27]([CH3:30])([CH3:29])[CH3:28])=[O:35])[N:9]=2)[CH:7]=1 |f:2.3.4,6.7|. Reported procedure: N-(3-(5-chloro-2-methoxyphenyl)-1H-pyrazol-4-yl)pyrazolo pyrimidine-3-carboxamide (2.0 g, 5.4 mmol), t-butyl-bromoacetate (0.88 mL, 6.0 mmol), and cesium carbonate (2.1 g, 6.5 mmol) were combined and stirred at 30° C. overnight. The mixture was warmed to 65° C. at which time additional carbonate and t-butylbromoacetate was added and stirred 8 hrs. The mixture was cooled to ambient temperature and stirred overnight, then partitioned EtOAc/water. The organic phase was separated, washed with brine,... The reactants are ClCCl, O=S(=O)(Cl)c1cccc2c(Cl)nccc12, N. The product is NS(=O)(=O)c1cccc2c(Cl)nccc12. Reaction SMILES: [CH2:17]([Cl:18])[Cl:19].[Cl:1][c:2]1[n:3][cH:4][cH:5][c:6]2[c:7]([S:12](=[O:13])(=[O:14])[Cl:15])[cH:8][cH:9][cH:10][c:11]12.[NH3:16]>>[Cl:1][c:2]1[n:3][cH:4][cH:5][c:6]2[c:7]([S:12](=[O:13])(=[O:14])[NH2:16])[cH:8][cH:9][cH:10][c:11]12. Starting materials: COC(=O)CBr, CN(C)C=O, [H-], CCC(CO)n1cnc2c(N)nc3ccccc3c21, [Na+]. Yields the product CCC(COCC(=O)OC)n1cnc2c(N)nc3ccccc3c21. Reaction SMILES: [Br:22][CH2:23][C:24](=[O:25])[O:26][CH3:27].[CH3:28][N:29]([CH3:30])[CH:31]=[O:32].[H-:20].[NH2:1][c:2]1[n:3][c:4]2[cH:5][cH:6][cH:7][cH:8][c:9]2[c:10]2[c:11]1[n:12][cH:13][n:14]2[CH:15]([CH2:16][OH:17])[CH2:18][CH3:19].[Na+:21]>>[NH2:1][c:2]1[n:3][c:4]2[cH:5][cH:6][cH:7][cH:8][c:9]2[c:10]2[c:11]1[n:12][cH:13][n:14]2[CH:15]([CH2:16][O:17][CH2:23][C:24](=[O:25])[O:26][CH3:27])[CH2:18][CH3:19]. The reactants are C(C)(C)OC=1C=C(C=O)C=CC1 (m-isopropoxybenzaldehyde), [BH4-].[Na+] (sodium borohydride). Run in C(C)O (ethanol). Run at time 2 hour. Product: C(C)(C)OC=1C=C(CO)C=CC1 (m-isopropoxybenzyl alcohol). Isolated yield 95.0%. Reaction SMILES: [CH:1]([O:4][C:5]1[CH:6]=[C:7]([CH:10]=[CH:11][CH:12]=1)[CH:8]=[O:9])([CH3:3])[CH3:2].[BH4-].[Na+]>C(O)C>[CH:1]([O:4][C:5]1[CH:6]=[C:7]([CH:10]=[CH:11][CH:12]=1)[CH2:8][OH:9])([CH3:3])[CH3:2] |f:1.2|. Procedure: To m-isopropoxybenzaldehyde (38 g, 0.23 mol) in 500 mL of ethanol was added slowly sodium borohydride (12.2 g, 0.32 mol) over a period of 1 h and the mixture was stirred for 2 h, filtered, and concentrated to 100 mL of its volume. The above mixture was diluted with 50 mL of water, neutralized with sulfuric acid solution with cooling, and was extracted with ether (4×100 mL). The organic layer was dried over sodium sulfate, filtered, and concentrated in vacuo to afford 36.32 g (95%) of m-isopropox... The reactants are 5-Hydroxy-5H-[1,3,4]thiadiazolo[3,2-a]pyrimidine-6-carboxamides, C(=NN)(N)N (aminoguanidine), C(C)OC=C(C(=O)OCC)C(=O)OCC (diethyl ethoxymethylenemalonate), FC(C(=O)O)(F)F.N1(CCOCC1)CC(=O)O ((4-morpholinyl)acetic acid trifluoroacetic acid salt), S1N=NC=C1 (thiadiazole). Solvent: polyphosphoric acid. Yields the product N1=NSC2=C1C=NC=N2 (thiadiazolopyrimidine). Reaction SMILES: F[C:2](F)(F)[C:3](O)=O.N1(CC(O)=O)CCOCC1.[S:18]1[CH:22]=C[N:20]=[N:19]1.[C:23](N)([NH2:26])=[N:24]N.C(OC=C(C(OCC)=O)C(OCC)=O)C>>[N:20]1[C:3]2[CH:2]=[N:24][CH:23]=[N:26][C:22]=2[S:18][N:19]=1 |f:0.1|. Procedure details: 5-Hydroxy-5H-[1,3,4]thiadiazolo[3,2-a]pyrimidine-6-carboxamides. As described in Chart BL, (4-morpholinyl)acetic acid trifluoroacetic acid salt BL.1 (J. Med. Chem. 1994, 37, 4538-4554) is cyclized to the thiadiazole BL.2 with aminoguanidine in polyphosphoric acid. Condensation of BL.2 with diethyl ethoxymethylenemalonate followed by thermal cyclization affords thiadiazolopyrimidine BL.3. The resulting ester BL.3 is then saponified to afford the corresponding acid BL.4 which is then coupled with ...